This data is from the Open Reaction Database (ORD), a public repository of structured organic reaction records. The task is: describe an organic reaction: reactants, conditions, products, and yield Starting materials: solution, [Li]CCCC (BuLi), hexanes, C1(=CC=CC=C1)OC#N (phenyl cyanate), C(C#C)C1CCCC1 (Prop-2-ynyl-cyclopentane), resultant solution. Solvent: CCOCC (Et2O), CCOCC (Et2O), CCOCC (Et2O). Reaction conditions: temperature -78 celsius, time 20 minute. The product is C1(CCCC1)CC#CC#N (4-cyclopentyl-but-2-ynenitrile). The yield is 47.0%. As a reaction SMILES: [CH2:1]([CH:4]1[CH2:8][CH2:7][CH2:6][CH2:5]1)[C:2]#[CH:3].[Li]CCCC.C1(O[C:21]#[N:22])C=CC=CC=1>CCOCC>[CH:4]1([CH2:1][C:2]#[C:3][C:21]#[N:22])[CH2:8][CH2:7][CH2:6][CH2:5]1. Reported procedure: Prop-2-ynyl-cyclopentane (46.2 mmol) was dissolved in 100 mL of anhydrous Et2O under N2 and the reaction was cooled to −78° C. A 2.5 M solution of BuLi in hexanes (55.5 mmol) was added dropwise to the reaction over 30 minutes. The reaction was stirred for an additional 20 minutes and phenyl cyanate (55.5 mmol) was then added in solution with 20 mL of Et2O dropwise over 20 minutes. The resultant solution was allowed to slowly warm to rt and stir for 3 hours. The reaction material was then diluted... Reactants: CCS([O-])=S, CCO, [Na+], [OH-], O, O=C(O)C1CCCN1C(=O)CCS. Yields the product CCSSCCC(=O)N1CCCC1C(=O)O. Reaction SMILES: [CH2:1]([CH3:2])[S:3](=[S:4])[O-:5].[CH3:21][CH2:22][OH:23].[Na+:20].[OH-:19].[OH2:24].[SH:6][CH2:7][CH2:8][C:9](=[O:10])[N:11]1[CH:12]([C:13](=[O:14])[OH:15])[CH2:16][CH2:17][CH2:18]1>>[CH2:1]([CH3:2])[S:3][S:4][CH2:7][CH2:8][C:9](=[O:10])[N:11]1[CH:12]([C:13](=[O:14])[OH:15])[CH2:16][CH2:17][CH2:18]1. Reactants: Cc1nc(NC(=O)OC(C)(C)C)sc1C(=O)N1CCN(c2ccc3c(c2)CCC(=O)N3)CC1, O=CO. The product is Cc1nc(N)sc1C(=O)N1CCN(c2ccc3c(c2)CCC(=O)N3)CC1. RXN SMILES: [C:1]([O:2][C:3](=[O:4])[NH:8][c:9]1[s:10][c:11]([C:15](=[O:16])[N:17]2[CH2:18][CH2:19][N:20]([c:23]3[cH:24][c:25]4[c:30]([cH:31][cH:32]3)[NH:29][C:28](=[O:33])[CH2:27][CH2:26]4)[CH2:21][CH2:22]2)[c:12]([CH3:14])[n:13]1)([CH3:5])([CH3:6])[CH3:7].[CH:34]([OH:35])=[O:36]>>[NH2:8][c:9]1[s:10][c:11]([C:15](=[O:16])[N:17]2[CH2:18][CH2:19][N:20]([c:23]3[cH:24][c:25]4[c:30]([cH:31][cH:32]3)[NH:29][C:28](=[O:33])[CH2:27][CH2:26]4)[CH2:21][CH2:22]2)[c:12]([CH3:14])[n:13]1.